This data is from the Open Reaction Database (ORD), a public repository of structured organic reaction records. The task is: describe an organic reaction: reactants, conditions, products, and yield Reactants: CCOC(C)=O, Cc1ccccc1, Nc1nc(Cl)ccc1[N+](=O)[O-], [Na+], [Na+], O=C([O-])[O-], C1CCOC1, C1CCOC1, O, OB(O)Oc1ccccc1, c1ccc(P(c2ccccc2)(c2ccccc2)[Pd](P(c2ccccc2)(c2ccccc2)c2ccccc2)(P(c2ccccc2)(c2ccccc2)c2ccccc2)P(c2ccccc2)(c2ccccc2)c2ccccc2)cc1. Yields the product Nc1nc(-c2ccccc2)ccc1[N+](=O)[O-]. As a reaction SMILES: [C:118]([O:119][CH2:120][CH3:121])(=[O:122])[CH3:123].[CH3:28][c:29]1[cH:30][cH:31][cH:32][cH:33][cH:34]1.[Cl:1][c:2]1[cH:3][cH:4][c:5]([N+:9](=[O:10])[O-:11])[c:6]([NH2:8])[n:7]1.[Na+:22].[Na+:23].[O-:24][C:25](=[O:26])[O-:27].[O:113]1[CH2:114][CH2:115][CH2:116][CH2:117]1.[O:124]1[CH2:125][CH2:126][CH2:127][CH2:128]1.[OH2:112].[c:12]1([O:18][B:19]([OH:20])[OH:21])[cH:13][cH:14][cH:15][cH:16][cH:17]1.[cH:35]1[cH:36][cH:37][c:38]([P:39]([Pd:40]([P:41]([c:42]2[cH:43][cH:44][cH:45][cH:46][cH:47]2)([c:48]2[cH:49][cH:50][cH:51][cH:52][cH:53]2)[c:54]2[cH:55][cH:56][cH:57][cH:58][cH:59]2)([P:60]([c:61]2[cH:62][cH:63][cH:64][cH:65][cH:66]2)([c:67]2[cH:68][cH:69][cH:70][cH:71][cH:72]2)[c:73]2[cH:74][cH:75][cH:76][cH:77][cH:78]2)[P:79]([c:80]2[cH:81][cH:82][cH:83][cH:84][cH:85]2)([c:86]2[cH:87][cH:88][cH:89][cH:90][cH:91]2)[c:92]2[cH:93][cH:94][cH:95][cH:96][cH:97]2)([c:98]2[cH:99][cH:100][cH:101][cH:102][cH:103]2)[c:104]2[cH:105][cH:106][cH:107][cH:108][cH:109]2)[cH:110][cH:111]1>>[c:2]1(-[c:12]2[cH:13][cH:14][cH:15][cH:16][cH:17]2)[cH:3][cH:4][c:5]([N+:9](=[O:10])[O-:11])[c:6]([NH2:8])[n:7]1. The reactants are F[B-](F)(F)F, Cn1ccnc1, CCOC(C)=O, ClCCl, COc1ccc(CC(NC(=O)C2CCCCN2S(=O)(=O)c2cccc(F)c2)C(=O)O)cc1, NC1CCOCC1, CN(C)C(On1nnc2ccccc21)=[N+](C)C. The product is COc1ccc(CC(NC(=O)C2CCCCN2S(=O)(=O)c2cccc(F)c2)C(=O)NC2CCOCC2)cc1. RXN SMILES: [B-:1]([F:2])([F:3])([F:4])[F:5].[CH3:55][n:56]1[cH:57][cH:58][n:59][cH:60]1.[CH3:71][CH2:72][O:73][C:74]([CH3:75])=[O:76].[Cl:68][CH2:69][Cl:70].[F:23][c:24]1[cH:25][c:26]([S:30](=[O:31])(=[O:32])[N:33]2[CH:34]([C:39](=[O:40])[NH:41][CH:42]([C:43](=[O:44])[OH:45])[CH2:46][c:47]3[cH:48][cH:49][c:50]([O:53][CH3:54])[cH:51][cH:52]3)[CH2:35][CH2:36][CH2:37][CH2:38]2)[cH:27][cH:28][cH:29]1.[NH2:61][CH:62]1[CH2:63][CH2:64][O:65][CH2:66][CH2:67]1.[n:6]1([O:7][C:8]([N:9]([CH3:10])[CH3:11])=[N+:12]([CH3:13])[CH3:14])[c:15]2[cH:16][cH:17][cH:18][cH:19][c:20]2[n:21][n:22]1>>[F:23][c:24]1[cH:25][c:26]([S:30](=[O:31])(=[O:32])[N:33]2[CH:34]([C:39](=[O:40])[NH:41][CH:42]([C:43](=[O:44])[NH:61][CH:62]3[CH2:63][CH2:64][O:65][CH2:66][CH2:67]3)[CH2:46][c:47]3[cH:48][cH:49][c:50]([O:53][CH3:54])[cH:51][cH:52]3)[CH2:35][CH2:36][CH2:37][CH2:38]2)[cH:27][cH:28][cH:29]1.